This data is from the Open Reaction Database (ORD), a public repository of structured organic reaction records. The task is: describe an organic reaction: reactants, conditions, products, and yield Reactants: BrC=1C=C2C(=CC(OC2=CC1OCC)(C)C)CC (6-bromo-4-ethyl-7-ethoxy-2,2-dimethyl-2H-chromene), BrC=1C=C2C(=CC(OC2=CC1OCC)(C)C)CC (6-bromo-4-ethyl-7-ethoxy-2,2-dimethyl-2H-chromene), C(CCC)[Sn](C(=C)OCC)(CCCC)CCCC (tributyl(1-ethoxyvinyl)tin). Product: C(C)OC1=C(C=C2C(=CC(OC2=C1)(C)C)CC)C(C)=O (1-(7-Ethoxy-4-ethyl-2,2-dimethyl-2H-chromen-6-yl)-ethanone). Procedure: Following General Procedure H, a solution of 6-bromo-4-ethyl-7-ethoxy-2,2-dimethyl-2H-chromene (Compound 16, 595 mg, 2.08 mmol) in THF was treated with tributyl(1-ethoxyvinyl)tin (1.50 g, 4.17 mmol) to give the title compound as a yellow solid. RXN SMILES: Br[C:2]1[CH:3]=[C:4]2[C:9](=[CH:10][C:11]=1[O:12][CH2:13][CH3:14])[O:8][C:7]([CH3:16])([CH3:15])[CH:6]=[C:5]2[CH2:17][CH3:18].C([Sn](CCCC)(CCCC)[C:24]([O:26]CC)=[CH2:25])CCC>C1COCC1>[CH2:13]([O:12][C:11]1[CH:10]=[C:9]2[C:4]([C:5]([CH2:17][CH3:18])=[CH:6][C:7]([CH3:16])([CH3:15])[O:8]2)=[CH:3][C:2]=1[C:24](=[O:26])[CH3:25])[CH3:14]. The solvent is C1CCOC1 (THF). Starting materials: C(=C)[C-]1C=CC=C1.[CH-]1C=CC=C1.[Fe+2] (vinyl ferrocene), 0.76, C(C)(=S)O (thioacetic acid). Run in C1=CC=CC=C1 (benzene). Product: [C-]1(C=CC=C1)CCOC(C)=S.[CH-]1C=CC=C1.[Fe+2] (1-Ferrocenyl-2-thioacetoxy Ethane). Reaction SMILES: [CH:1]([C-:3]1[CH:7]=[CH:6][CH:5]=[CH:4]1)=[CH2:2].[CH-:8]1[CH:12]=[CH:11][CH:10]=[CH:9]1.[Fe+2:13].[C:14]([OH:17])(=[S:16])[CH3:15]>C1C=CC=CC=1>[C-:3]1([CH2:1][CH2:2][O:17][C:14](=[S:16])[CH3:15])[CH:7]=[CH:6][CH:5]=[CH:4]1.[CH-:8]1[CH:12]=[CH:11][CH:10]=[CH:9]1.[Fe+2:13] |f:0.1.2,5.6.7|. Procedure: In a typical experiment 2.12g (0.01 mol) of purified vinyl ferrocene and 0.76 (0.01 mol) of thioacetic acid were dissolved in 30 ml of GC spectrophotometric quality benzene and placed in a pyrex photoreactor fitted with a fritted purging tube and reflux condenser. The solution was purged 45 minutes with helium prior and during irradiation of 1.75×1019 photon/min. from a Hanovia 100 watt type SOL high pressure quartz mercury vapor lamp. No change in the infrared bands of the mercaptans (3.9μ) and... Starting materials: C1CCC2=NCCCN2CC1, COC(=O)C(NC(=O)OCc1ccccc1)P(=O)(OC)OC, COc1ccc2nccc(C=O)c2n1, ClCCl. Product: COC(=O)C(=Cc1ccnc2ccc(OC)nc12)NC(=O)OCc1ccccc1. RXN SMILES: [CH2:23]1[CH2:24][CH2:25][C:26]2=[N:31][CH2:30][CH2:29][CH2:28][N:27]2[CH2:32][CH2:33]1.[CH3:1][O:2][C:3]([CH:4]([P:5]([O:6][CH3:7])([O:8][CH3:9])=[O:10])[NH:11][C:12](=[O:13])[O:14][CH2:15][c:16]1[cH:17][cH:18][cH:19][cH:20][cH:21]1)=[O:22].[CH3:34][O:35][c:36]1[n:37][c:38]2[c:39]([CH:46]=[O:47])[cH:40][cH:41][n:42][c:43]2[cH:44][cH:45]1.[Cl:48][CH2:49][Cl:50]>>[CH3:1][O:2][C:3]([C:4]([NH:11][C:12](=[O:13])[O:14][CH2:15][c:16]1[cH:17][cH:18][cH:19][cH:20][cH:21]1)=[CH:46][c:39]1[c:38]2[n:37][c:36]([O:35][CH3:34])[cH:45][cH:44][c:43]2[n:42][cH:41][cH:40]1)=[O:22].